This data is from the Open Reaction Database (ORD), a public repository of structured organic reaction records. The task is: describe an organic reaction: reactants, conditions, products, and yield The reactants are [N+](=O)([O-])C1=CC=C(C=C1)C1=CC(=CC=C1)C(=O)O (4-Nitro-3'-carboxybiphenyl), C(C(=O)Cl)(=O)Cl (oxalyl chloride), [Li]CCCC (n-BuLi), acid chloride, C(C)(C)(C)O (tert-butanol). The reagents and catalysts are CN(C)C=O (DMF). The solvent is C(Cl)Cl (methylene chloride), C1CCOC1 (THF). Yields the product [N+](=O)([O-])C1=CC=C(C=C1)C1=CC(=CC=C1)C(=O)OC(C)(C)C (4-Nitro-3'-tert-butoxycarbonylbiphenyl). The yield is 57.0%. As a reaction SMILES: [N+:1]([C:4]1[CH:9]=[CH:8][C:7]([C:10]2[CH:15]=[CH:14][CH:13]=[C:12]([C:16]([OH:18])=[O:17])[CH:11]=2)=[CH:6][CH:5]=1)([O-:3])=[O:2].C(Cl)(=O)C(Cl)=O.[C:25](O)([CH3:28])([CH3:27])[CH3:26].[Li]CCCC>C(Cl)Cl.CN(C=O)C.C1COCC1>[N+:1]([C:4]1[CH:5]=[CH:6][C:7]([C:10]2[CH:15]=[CH:14][CH:13]=[C:12]([C:16]([O:18][C:25]([CH3:28])([CH3:27])[CH3:26])=[O:17])[CH:11]=2)=[CH:8][CH:9]=1)([O-:3])=[O:2]. Procedure: To a solution of 15 (1.215 g, 5 mmol) in 30 mL of methylene chloride was added oxalyl chloride (0.65 mL, 7.45 mmol) and one drop of DMF. The mixture was stirred until no further bubbling was observed. The clear solution was exaporated to dryness to give the crude acid chloride. To another flask containing 7.0 mL of tert-butanol was added n-BuLi (1.8 M in hexane, 2.8 mL, 5.04 mmol) under a water bath. The turbid solution was stirred for 5 min at room temperature and then the above acid chloride i...